From a dataset of the Open Reaction Database (ORD), a public repository of structured organic reaction records. describe an organic reaction: reactants, conditions, products, and yield Reactants: C(C)N(CCN1C(=O)C(=O)C2=C(C=CC(=C12)I)C(F)(F)F)CC (1-(2-diethylaminoethyl)-7-iodo-4-trifluoromethylisatin), C1=C(C=CC2=CC=CC=C12)[Mg]Br (2-naphthylmagnesium bromide). Yields the product C(C)N(CCN1C(C(C2=C(C=CC(=C12)I)C(F)(F)F)(C1=CC2=CC=CC=C2C=C1)O)=O)CC (1-(2-Diethylaminoethyl)-4-trifluoromethyl-7-iodo-3-hydroxy-3-(2-naphthyl)oxindole). The yield is 53.0%. RXN SMILES: [CH2:1]([N:3]([CH2:22][CH3:23])[CH2:4][CH2:5][N:6]1[C:16]2[C:11](=[C:12]([C:18]([F:21])([F:20])[F:19])[CH:13]=[CH:14][C:15]=2[I:17])[C:9](=[O:10])[C:7]1=[O:8])[CH3:2].[CH:24]1[C:33]2[C:28](=[CH:29][CH:30]=[CH:31][CH:32]=2)[CH:27]=[CH:26][C:25]=1[Mg]Br>>[CH2:22]([N:3]([CH2:1][CH3:2])[CH2:4][CH2:5][N:6]1[C:16]2[C:11](=[C:12]([C:18]([F:20])([F:21])[F:19])[CH:13]=[CH:14][C:15]=2[I:17])[C:9]([OH:10])([C:26]2[CH:25]=[CH:24][C:33]3[C:28](=[CH:29][CH:30]=[CH:31][CH:32]=3)[CH:27]=2)[C:7]1=[O:8])[CH3:23]. Procedure: The title compound (103 mg, 53%) was prepared from 1-(2-diethylaminoethyl)-7-iodo-4-trifluoromethylisatin (152 mg, 0.345 mmol) and 2-naphthylmagnesium bromide by the procedure similar to that described in Example 1. Starting materials: COC1=CC=C(C=C1)NC=1N=NC(=CN1)C(C)NC(=O)C1CCOCC1 (N-[1-(3-{[4-(methyloxy)phenyl]amino}-1,2,4-triazin-6-yl)ethyl]tetrahydro-2H-pyran-4-carboxamide), COC1=CC=C(C=C1)NC=1N=NC(=CN1)C(C)NC(=O)C1CCOCC1 (N-[1-(3-{[4-(methyloxy)phenyl]amino}-1,2,4-triazin-6-yl)ethyl]tetrahydro-2H-pyran-4-carboxamide), P(=O)(Cl)(Cl)Cl (phosphorus oxychloride). The solvent is ClCCCl (1,2-dichloroethane). The product is CC=1N=C(N2N=C(N=CC21)NC2=CC=C(C=C2)OC)C2CCOCC2 (5-methyl-N-[4-(methyloxy)phenyl]-7-(tetrahydro-2H-pyran-4-yl)imidazo[5,1-f][1,2,4]triazin-2-amine). Isolated yield 44.8%. As a reaction SMILES: [CH3:1][O:2][C:3]1[CH:8]=[CH:7][C:6]([NH:9][C:10]2[N:11]=[N:12][C:13]([CH:16]([NH:18][C:19]([CH:21]3[CH2:26][CH2:25][O:24][CH2:23][CH2:22]3)=O)[CH3:17])=[CH:14][N:15]=2)=[CH:5][CH:4]=1.P(Cl)(Cl)(Cl)=O>ClCCCl>[CH3:17][C:16]1[N:18]=[C:19]([CH:21]2[CH2:26][CH2:25][O:24][CH2:23][CH2:22]2)[N:12]2[C:13]=1[CH:14]=[N:15][C:10]([NH:9][C:6]1[CH:7]=[CH:8][C:3]([O:2][CH3:1])=[CH:4][CH:5]=1)=[N:11]2. Procedure details: Applying the Cyclization Procedure 1, using N-[1-(3-{[4-(methyloxy)phenyl]amino}-1,2,4-triazin-6-yl)ethyl]tetrahydro-2H-pyran-4-carboxamide (Intermediate 50) (81 mg, 0.23 mmol), 1,2-dichloroethane (4.5 mL) and phosphorus oxychloride (0.169 mL, 1.81 mmol), to afford 5-methyl-N-[4-(methyloxy)phenyl]-7-(tetrahydro-2H-pyran-4-yl)imidazo[5,1-f][1,2,4]triazin-2-amine (35 mg) as a yellow solid. MS m/z 340 (M+1). The reactants are C[Si](C)(C)[N-][Si](C)(C)C.[Li+] (lithium bis(trimethylsilyl)amide), CN1C(C=CCC1)=O (1-methyl-5,6-dihydro-1H-pyridin-2-one), S(=O)(=O)(C1=CC=C(C)C=C1)C[N+]#[C-] (tosylmethyl isocyanide). Solvent: C1CCOC1 (THF), C1CCOC1 (THF). Conditions: temperature -78 celsius, time 40 minute. The product is CN1C(C=2C(CC1)=CNC2)=O (5-methyl-2,5,6,7-tetrahydro-pyrrolo[3,4-c]pyridin-4-one). The yield is 42.2%. As a reaction SMILES: C[Si]([N-][Si](C)(C)C)(C)C.[Li+].S([CH2:21][N+:22]#[C-:23])(C1C=CC(C)=CC=1)(=O)=O.[CH3:24][N:25]1[CH2:30][CH2:29][CH:28]=[CH:27][C:26]1=[O:31]>C1COCC1>[CH3:24][N:25]1[CH2:30][CH2:29][C:28]2=[CH:21][NH:22][CH:23]=[C:27]2[C:26]1=[O:31] |f:0.1|. Reported procedure: To a stirred solution of lithium bis(trimethylsilyl)amide (11 mL of 1 M solution in THF) cooled to −78° C. under nitrogen was added dropwise a solution of tosylmethyl isocyanide (1.9 g, 10 mmol) in THF (45 mL). After stirring for 40 minutes at −78° C., a solution of 1-methyl-5,6-dihydro-1H-pyridin-2-one (1.1 g, 10 mmol) in THF (10 mL) was added and the mixture was stirred at room temperature for overnight. The reaction was concentrated and the residue was partitioned between water (150 mL) and d...